Dataset: the Open Reaction Database (ORD), a public repository of structured organic reaction records. Task: describe an organic reaction: reactants, conditions, products, and yield The reactants are Br, OCC1CC1, Nc1nnc2ccc(Cl)nn12, [H-], [Na+], CN(C)C=O, O. Yields the product Nc1nnc2ccc(OCC3CC3)nn12. As a reaction SMILES: [BrH:8].[CH:1]1([CH2:4][OH:5])[CH2:2][CH2:3]1.[Cl:9][c:10]1[cH:11][cH:12][c:13]2[n:14]([n:15]1)[c:16]([NH2:19])[n:17][n:18]2.[H-:6].[Na+:7].[O:21]=[CH:22][N:23]([CH3:24])[CH3:25].[OH2:20]>>[CH:1]1([CH2:4][O:5][c:10]2[cH:11][cH:12][c:13]3[n:14]([n:15]2)[c:16]([NH2:19])[n:17][n:18]3)[CH2:2][CH2:3]1. The reactants are [N+](=O)([O-])C1=CC=CC=2NN=NC21 (4-nitrobenzotriazole), sodium hydroxide pels, C(C)(C)I (isopropyl iodide). Run in C(C)#N (acetonitrile). Reaction conditions: temperature 50 celsius. The product is C(C)(C)N1N=C2C(=N1)C=CC=C2[N+](=O)[O-] (2-isopropyl-4-nitrobenzotriazole). Reaction SMILES: [N+:1]([C:4]1[C:12]2[N:11]=[N:10][NH:9][C:8]=2[CH:7]=[CH:6][CH:5]=1)([O-:3])=[O:2].[CH:13](I)([CH3:15])[CH3:14]>C(#N)C>[CH:13]([N:10]1[N:9]=[C:8]2[CH:7]=[CH:6][CH:5]=[C:4]([N+:1]([O-:3])=[O:2])[C:12]2=[N:11]1)([CH3:15])[CH3:14]. Procedure details: To a hot, stirred solution (50° C) of 20.0 g. of 4-nitrobenzotriazole in 600 ml. of acetonitrile is added 4.2 g. of sodium hydroxide pels and 20.0 g. of isopropyl iodide. The solution is then heated to reflux for 30 hours, filtered and the solvent removed by evaporation to yield an oil. The oil is extracted with concentrated hydrochloric acid (3 × 200 ml.) to leave behind a solid material. The solid is washed with water and air dried to yield crude 2-isopropyl-4-nitrobenzotriazole. The analytica... Product: CC(C)CN1CCN(c2c(Cl)cnc(N)c2[N+](=O)[O-])CC1. Starting materials: CC(C)CN1CCNCC1, CCN(C(C)C)C(C)C, CC(C)O, Nc1ncc(Cl)c(Cl)c1[N+](=O)[O-]. RXN SMILES: [CH2:13]([CH:14]([CH3:15])[CH3:16])[N:17]1[CH2:18][CH2:19][NH:20][CH2:21][CH2:22]1.[CH:23]([N:24]([CH:25]([CH3:26])[CH3:27])[CH2:28][CH3:29])([CH3:30])[CH3:31].[CH:32]([OH:33])([CH3:34])[CH3:35].[NH2:1][c:2]1[n:3][cH:4][c:5]([Cl:12])[c:6]([Cl:11])[c:7]1[N+:8](=[O:9])[O-:10]>>[NH2:1][c:2]1[n:3][cH:4][c:5]([Cl:12])[c:6]([N:20]2[CH2:19][CH2:18][N:17]([CH2:13][CH:14]([CH3:15])[CH3:16])[CH2:22][CH2:21]2)[c:7]1[N+:8](=[O:9])[O-:10]. Procedure details: 3-((6-Amino-8-methoxy-2-(2-methoxyethoxy)-9H-purin-9-yl)methyl)benzonitrile (9) (50 mg) was dissolved in acetonitrile (2 mL). A 6N aqueous HCl solution (2 mL) was added and the mixture was stirred at ambient temperature overnight. After evaporation to dryness, the residue was dissolved in DMF (1 mL). Potassium carbonate (100 mg) and ethyl iodide (0.02 mL) were added and the mixture was stirred at ambient temperature for 5 hours. After dilution with water (20 mL) the product was extracted with di... Reactants: NC1=C2N=C(N(C2=NC(=N1)OCCOC)CC=1C=C(C#N)C=CC1)OC (3-((6-amino-8-methoxy-2-(2-methoxyethoxy)-9H-purin-9-yl)methyl)benzonitrile), C(C)#N (acetonitrile), Cl (HCl). Product: NC1=C2N(C(N(C2=NC(=N1)OCCOC)CC=1C=C(C#N)C=CC1)=O)CC (3-((6-amino-7-ethyl-2-(2-methoxyethoxy)-8-oxo-7,8-dihydropurin-9-yl)methyl)benzonitrile). Reaction SMILES: [NH2:1][C:2]1[N:10]=[C:9]([O:11][CH2:12][CH2:13][O:14][CH3:15])[N:8]=[C:7]2[C:3]=1[N:4]=[C:5]([O:25]C)[N:6]2[CH2:16][C:17]1[CH:18]=[C:19]([CH:22]=[CH:23][CH:24]=1)[C:20]#[N:21].Cl.[C:28](#N)[CH3:29]>>[NH2:1][C:2]1[N:10]=[C:9]([O:11][CH2:12][CH2:13][O:14][CH3:15])[N:8]=[C:7]2[C:3]=1[N:4]([CH2:28][CH3:29])[C:5](=[O:25])[N:6]2[CH2:16][C:17]1[CH:18]=[C:19]([CH:22]=[CH:23][CH:24]=1)[C:20]#[N:21]. Run at time 8 hour. The reactants are C(C)(=O)[O-].[Na+] (Sodium acetate), FC(OC1=CC=C(C=C1)N1N=C(N=C1)C1=CC=C(C=C1)CCCN)(F)F (3-(4-(1-(4-(trifluoromethoxy)phenyl)-1H-1,2,4-triazol-3-yl)phenyl)propan-1-amine), C(C)(C)C1=C(C=CC=C1)NC(=S)N (1-(2-isopropylphenyl)thiourea). Product: C(C)(C)C1=C(C=CC=C1)NC(=S)NC(=O)NCCCC1=CC=C(C=C1)C1=NN(C=N1)C1=CC=C(C=C1)OC(F)(F)F (1-[(2-isopropylphenyl)carbamothioyl]-3-[3-[4-[1-[4-(trifluoromethoxy)phenyl]-1H-1,2,4-triazol-3-yl]phenyl]propyl]urea), solid. Isolated yield 31.0%. Reaction SMILES: [F:1][C:2]([F:26])([F:25])[O:3][C:4]1[CH:9]=[CH:8][C:7]([N:10]2[CH:14]=[N:13][C:12]([C:15]3[CH:20]=[CH:19][C:18]([CH2:21][CH2:22][CH2:23][NH2:24])=[CH:17][CH:16]=3)=[N:11]2)=[CH:6][CH:5]=1.[CH:27]([C:30]1[CH:35]=[CH:34][CH:33]=[CH:32][C:31]=1[NH:36][C:37]([NH2:39])=[S:38])([CH3:29])[CH3:28].[C:40]([O-])(=[O:42])C.[Na+]>>[CH:27]([C:30]1[CH:35]=[CH:34][CH:33]=[CH:32][C:31]=1[NH:36][C:37]([NH:39][C:40]([NH:24][CH2:23][CH2:22][CH2:21][C:18]1[CH:19]=[CH:20][C:15]([C:12]2[N:13]=[CH:14][N:10]([C:7]3[CH:6]=[CH:5][C:4]([O:3][C:2]([F:1])([F:25])[F:26])=[CH:9][CH:8]=3)[N:11]=2)=[CH:16][CH:17]=1)=[O:42])=[S:38])([CH3:29])[CH3:28] |f:2.3|. Procedure: The title compound was prepared as described in Example 63 using 3-(4-(1-(4-(trifluoromethoxy)phenyl)-1H-1,2,4-triazol-3-yl)phenyl)propan-1-amine (C60) and 1-(2-isopropylphenyl)thiourea. Sodium acetate was used in place of sodium bicarbonate. The title compound was isolated as a white solid (0.161 g, 31%): 1H NMR (400 MHz, DMSO-d6) δ 11.97 (s, 1H), 10.08 (s, 1H), 9.39 (s, 1H), 8.13-7.99 (m, 4H), 7.68-7.58 (m, 2H), 7.49-7.31 (m, 4H), 7.24 (dtd, J=24.9, 7.4, 1.6 Hz, 2H), 7.09 (t, J=5.4 Hz, 1H), 3.... The reactants are C(C)(=O)C1=C(C=CC2=CC=CC=C12)O (1-acetyl-2-naphthol), C12CCCC(CCC1)C2=O (bicyclo[3,3,1]nonan-9-one), N1CCOCC1 (morpholine). The solvent is C1(=CC=CC=C1)C (toluene). Reaction conditions: time 5 hour. The product is O1C(CCC2=CC=CC=C12)O (chromanol). RXN SMILES: C(C1[C:13]2[C:8](=[CH:9][CH:10]=[CH:11][CH:12]=2)[CH:7]=[CH:6][C:5]=1[OH:14])(=O)C.C12C(=[O:24])C(CCC1)CCC2.N1CCOCC1>C1(C)C=CC=CC=1>[O:24]1[C:13]2[C:8](=[CH:9][CH:10]=[CH:11][CH:12]=2)[CH2:7][CH2:6][CH:5]1[OH:14]. Reported procedure: A solution was prepared by dissolving 10 g (0.054 mole) of 1-acetyl-2-naphthol, 8.29 g (0.06 mole) of bicyclo[3,3,1]nonan-9-one and 8.7 g (0.10 mole) of morpholine in 300 cc of toluene, and the solution was boiled for 5 hours and water was separated. After termination of the reaction, toluene was removed under reduced pressure and the remaining chromanone compound was recrystallized from acetone. Then, the chromanone compound was dissolved in 200 cc of methanol and lithium aluminum hydride was a... Starting materials: COc1ccccc1CC#N, CCO, O=CO, O=C1CCCCC1. The product is COc1ccccc1C(C#N)=C1CCCCC1. Reaction SMILES: [CH3:1][O:2][c:3]1[c:4]([CH2:5][C:6]#[N:7])[cH:8][cH:9][cH:10][cH:11]1.[CH3:22][CH2:23][OH:24].[CH:19]([OH:20])=[O:21].[O:12]=[C:13]1[CH2:14][CH2:15][CH2:16][CH2:17][CH2:18]1>>[CH3:1][O:2][c:3]1[c:4]([C:5]([C:6]#[N:7])=[C:13]2[CH2:14][CH2:15][CH2:16][CH2:17][CH2:18]2)[cH:8][cH:9][cH:10][cH:11]1.